This data is from the Open Reaction Database (ORD), a public repository of structured organic reaction records. The task is: describe an organic reaction: reactants, conditions, products, and yield Starting materials: Br[C@H](C(=O)O)CO (2-(S)-bromo-3-hydroxypropionic acid), C1(CCCCC1)N=C=NC1CCCCC1 (dicyclohexyl carbodiimide), C([C@H]1CO1)(=O)O ((R)-glycidic acid), N12CCCN=CC2CCCC1 (1,5-diazabicyclo[5.4.0]undec-5-ene), C1CCC2=NCCCN2CC1 (DBU), [Cl-].C(C=C)[NH2+]CSC1=CC=CC=C1 (N-allyl-N-phenylthiomethylammonium chloride). Run in C(Cl)Cl (methylene chloride), O1CCCC1 (tetrahydrofuran). Conditions: time 3 hour. Yields the product C(C=C)N(C([C@H]1CO1)=O)CSC1=CC=CC=C1 (N-allyl-N-phenylthiomethyl-(R)-glycidic acid amide). Reaction SMILES: Br[C@@H:2]([CH2:6][OH:7])[C:3]([OH:5])=O.N12CCCCC1C=NCCC2.C1CCN2C(=NCCC2)CC1.C(O)(=O)[C@@H]1OC1.C1(N=C=NC2CCCCC2)CCCCC1.[Cl-].[CH2:52]([NH2+:55][CH2:56][S:57][C:58]1[CH:63]=[CH:62][CH:61]=[CH:60][CH:59]=1)[CH:53]=[CH2:54]>O1CCCC1.C(Cl)Cl>[CH2:52]([N:55]([CH2:56][S:57][C:58]1[CH:63]=[CH:62][CH:61]=[CH:60][CH:59]=1)[C:3](=[O:5])[C@@H:2]1[O:7][CH2:6]1)[CH:53]=[CH2:54] |f:5.6|. Reported procedure: Analogously to Example 5, 8.45 g (50 mmol) of 2-(S)-bromo-3-hydroxypropionic acid in 200 ml of tetrahydrofuran is converted using 15.2 g (100 mmol) of 1,5-diazabicyclo[5.4.0]undec-5-ene into the DBU salt of (R)-glycidic acid. To the latter there are added in situ in methylene chloride at room temperature, 10.31 g (50 mmol) of dicyclohexyl carbodiimide and then, at 0°, 10.75 g (50 mmol) of N-allyl-N-phenylthiomethylammonium chloride. The resulting mixture is stirred for a further 3 hours at room ... The reactants are BrC=1C=C(C=C(C1)C1=CC=CC=C1)C(=O)NC (5-bromo-N-methyl-3-biphenylcarboxamide), C(=O)C1=CC=C(C=C1)B(O)O (4-formylbenzene boronic acid). Yields the product C(=O)C1=CC=C(C=C1)C=1C=C(C=C(C1)C(=O)NC)C1=CC=CC=C1 (4″-Formyl-N-methyl[1,1′;3′,1″]terphenyl-5′-carboxamide). As a reaction SMILES: Br[C:2]1[CH:3]=[C:4]([C:14]([NH:16][CH3:17])=[O:15])[CH:5]=[C:6]([C:8]2[CH:13]=[CH:12][CH:11]=[CH:10][CH:9]=2)[CH:7]=1.[CH:18]([C:20]1[CH:25]=[CH:24][C:23](B(O)O)=[CH:22][CH:21]=1)=[O:19]>>[CH:18]([C:20]1[CH:25]=[CH:24][C:23]([C:2]2[CH:7]=[C:6]([C:8]3[CH:13]=[CH:12][CH:11]=[CH:10][CH:9]=3)[CH:5]=[C:4]([C:14]([NH:16][CH3:17])=[O:15])[CH:3]=2)=[CH:22][CH:21]=1)=[O:19]. Procedure details: In a manner similar to that of Example 1(e), by reacting 2 g (7 mmol) of 5-bromo-N-methyl-3-biphenylcarboxamide and 1.4 g (9.3 mmol) of 4-formylbenzene boronic acid, and after purification by recrystallization from acetonitrile, 1.4 g (63%) of the expected product are obtained in the form of a beige-colored solid. Reactants: CCOC(=O)N1CCNCC1, CC(C)(C)c1nc2cc(Cl)c([N+](=O)[O-])cc2s1, O. The product is CCOC(=O)N1CCN(c2cc3nc(C(C)(C)C)sc3cc2[N+](=O)[O-])CC1. As a reaction SMILES: [C:18](=[O:19])([O:20][CH2:21][CH3:22])[N:23]1[CH2:24][CH2:25][NH:26][CH2:27][CH2:28]1.[C:1]([CH3:2])([CH3:3])([CH3:4])[c:5]1[s:6][c:7]2[c:8]([n:9]1)[cH:10][c:11]([Cl:17])[c:12]([N+:14](=[O:15])[O-:16])[cH:13]2.[OH2:29]>>[C:1]([CH3:2])([CH3:3])([CH3:4])[c:5]1[s:6][c:7]2[c:8]([n:9]1)[cH:10][c:11]([N:26]1[CH2:25][CH2:24][N:23]([C:18](=[O:19])[O:20][CH2:21][CH3:22])[CH2:28][CH2:27]1)[c:12]([N+:14](=[O:15])[O-:16])[cH:13]2. The reactants are FB(F)F, [BH3-]C#N, CCOCC, [Na+], CCCc1cc(C(OCOC)(C(F)(F)F)C(F)(F)F)ccc1Oc1ccc(C2CO2)c(C#N)c1, C1CCOC1, O. Product: CCCc1cc(C(OCOC)(C(F)(F)F)C(F)(F)F)ccc1Oc1ccc(CCO)c(C#N)c1. RXN SMILES: [B:40]([F:41])([F:42])[F:43].[C:44]([BH3-:45])#[N:46].[CH2:35]([O:36][CH2:37][CH3:38])[CH3:39].[Na+:47].[O:1]1[CH:2]([c:4]2[c:5]([C:6]#[N:7])[cH:8][c:9]([O:12][c:13]3[c:14]([CH2:32][CH2:33][CH3:34])[cH:15][c:16]([C:19]([C:20]([F:21])([F:22])[F:23])([C:24]([F:25])([F:26])[F:27])[O:28][CH2:29][O:30][CH3:31])[cH:17][cH:18]3)[cH:10][cH:11]2)[CH2:3]1.[O:49]1[CH2:50][CH2:51][CH2:52][CH2:53]1.[OH2:48]>>[OH:1][CH2:3][CH2:2][c:4]1[c:5]([C:6]#[N:7])[cH:8][c:9]([O:12][c:13]2[c:14]([CH2:32][CH2:33][CH3:34])[cH:15][c:16]([C:19]([C:20]([F:21])([F:22])[F:23])([C:24]([F:25])([F:26])[F:27])[O:28][CH2:29][O:30][CH3:31])[cH:17][cH:18]2)[cH:10][cH:11]1. The reactants are [Li]C#CC, CC(C)[Si](OS(=O)(=O)C(F)(F)F)(C(C)C)C(C)C. The product is CC#C[Si](C(C)C)(C(C)C)C(C)C. As a reaction SMILES: [C:1](#[C:2][CH3:3])[Li:4].[F:5][C:6]([F:7])([F:8])[S:9]([O:10][Si:11]([CH:12]([CH3:13])[CH3:14])([CH:15]([CH3:16])[CH3:17])[CH:18]([CH3:19])[CH3:20])(=[O:21])=[O:22]>>[C:1](#[C:2][CH3:3])[Si:11]([CH:12]([CH3:13])[CH3:14])([CH:15]([CH3:16])[CH3:17])[CH:18]([CH3:19])[CH3:20]. Starting materials: C1(=CC=CC=C1)NN (phenylhydrazine), Cl (hydrochloric acid), C(C)OC(C1=CC=C(C=C1)N1CC=2C(=C3C(=NC2CC1)C=C(C=C3)Cl)Cl)=O (4-(7,10-Dichloro-3,4-dihydrobenzo[b][1,6]naphthyridin-2(1H)-yl)benzoic acid ethyl ester), C(=O)([O-])[O-].[Na+].[Na+] (Na2CO3). Solvent: C(C)O (ethanol), CCOCC (ether), CO (methanol). Yields the product C(C)OC(C1=CC=C(C=C1)NCCC1=NC=2C=C(C=CC2C=2C1=CN(N2)C2=CC=CC=C2)Cl)=O (4-[[2-(7-Chloro-2-phenyl-2H-pyrazolo[4,3-c]quinolin-4-yl)ethyl]amino]benzoic acid ethyl ester). Isolated yield 25.7%. RXN SMILES: [CH2:1]([O:3][C:4](=[O:27])[C:5]1[CH:10]=[CH:9][C:8]([N:11]2[CH2:20][CH2:19][C:18]3[N:17]=[C:16]4[CH:21]=[C:22]([Cl:25])[CH:23]=[CH:24][C:15]4=[C:14](Cl)[C:13]=3[CH2:12]2)=[CH:7][CH:6]=1)[CH3:2].[C:28]1([NH:34][NH2:35])[CH:33]=[CH:32][CH:31]=[CH:30][CH:29]=1.Cl.C([O-])([O-])=O.[Na+].[Na+]>CO.CCOCC.C(O)C>[CH2:1]([O:3][C:4](=[O:27])[C:5]1[CH:6]=[CH:7][C:8]([NH:11][CH2:20][CH2:19][C:18]2[C:13]3=[CH:12][N:34]([C:28]4[CH:33]=[CH:32][CH:31]=[CH:30][CH:29]=4)[N:35]=[C:14]3[C:15]3[CH:24]=[CH:23][C:22]([Cl:25])=[CH:21][C:16]=3[N:17]=2)=[CH:9][CH:10]=1)[CH3:2] |f:3.4.5|. Procedure details: A mixture of 1 g (2.5 mmol) of the compound of step C. above, 0.539 ml (5.48 mmol) of phenylhydrazine, 0.75 ml of conc. hydrochloric acid, and 30 ml of absolute ethanol is stirred under reflux for 6 hrs. The cooled precipitate is dissolved in methanol and treated with a Na2CO3 solution. The precipitate is collected and washed with water to yield 0.388 of a brown solid. Trituration with ether affords 0.303 g (26%) of the title compound as a light brown solid: m.p. 170°-172° C.; IR (KBr) 3320, 168...